describe an organic reaction: reactants, conditions, products, and yield From a dataset of the Open Reaction Database (ORD), a public repository of structured organic reaction records. Reactants: N (ammonia), C(C)(=O)OCC (ethyl acetate), C(C)OC(CC(CC(=O)OCC)(C1=CC(=C(C=C1)Cl)Cl)C#N)=O (3-cyano-3-(3,4-dichlorophenyl)pentanedioic acid diethyl ester). Solvent: C(C)O (ethanol), C(C)O (ethanol). Reaction conditions: time 20 hour. The product is C(C)OC(CC1(CNC(C1)=O)C1=CC(=C(C=C1)Cl)Cl)=O ((3-(3,4-dichlorophenyl)-5-oxopyrrolidin-3-yl)acetic Acid Ethyl Ester). As a reaction SMILES: [CH2:1]([O:3][C:4](=[O:23])[CH2:5][C:6]([C:21]#[N:22])([C:13]1[CH:18]=[CH:17][C:16]([Cl:19])=[C:15]([Cl:20])[CH:14]=1)[CH2:7][C:8](OCC)=[O:9])[CH3:2].N.C(OCC)(=O)C>C(O)C>[CH2:1]([O:3][C:4](=[O:23])[CH2:5][C:6]1([C:13]2[CH:18]=[CH:17][C:16]([Cl:19])=[C:15]([Cl:20])[CH:14]=2)[CH2:7][C:8](=[O:9])[NH:22][CH2:21]1)[CH3:2]. Procedure details: Combine Raney nickel (twice washed with water and twice washed with ethanol, 3.6 kg), 3-cyano-3-(3,4-dichlorophenyl)pentanedioic acid diethyl ester (1260 g, 3.51 mol), ethanol (9 L), and an aqueous concentrated ammonia solution (1.6 L) in a 5 gallon autoclave. Hydrogenate at 55 psi. After 20 hours, vent the vessel, purge with nitrogen, and filter. Rinse the solids with ethanol (about 1 L). Evaporate the filtrate in vacuo to give a residue. Combine the residue and ethyl acetate (10 L) and extract... Reactants: C1(=CC=CC=2CCCCC12)O (5,6,7,8-tetrahydro-1-naphthol), C[O-].[Na+] (sodium methoxide), [I-].[K+] (potassium iodide), BrC(C(=O)OC)C1=CC=C(C=C1)OC1=CC=C(C=C1)Cl (methyl α-bromo-α-[p-(p-chlorophenoxy)phenyl]acetate). The solvent is CO (methanol), C1=CC=CC=C1 (benzene). Product: C1(=CC=CC=2CCCCC12)OC(C(=O)OC)C1=CC=C(C=C1)OC1=CC=C(C=C1)Cl (Methyl α-(5,6,7,8-tetrahydro-1-naphthoxy)-α-[p-(p-chlorophenoxy)phenyl]acetate). Reaction SMILES: [C:1]1([OH:11])[C:10]2[CH2:9][CH2:8][CH2:7][CH2:6][C:5]=2[CH:4]=[CH:3][CH:2]=1.C[O-].[Na+].[I-].[K+].Br[CH:18]([C:23]1[CH:28]=[CH:27][C:26]([O:29][C:30]2[CH:35]=[CH:34][C:33]([Cl:36])=[CH:32][CH:31]=2)=[CH:25][CH:24]=1)[C:19]([O:21][CH3:22])=[O:20]>CO.C1C=CC=CC=1>[C:1]1([O:11][CH:18]([C:23]2[CH:28]=[CH:27][C:26]([O:29][C:30]3[CH:31]=[CH:32][C:33]([Cl:36])=[CH:34][CH:35]=3)=[CH:25][CH:24]=2)[C:19]([O:21][CH3:22])=[O:20])[C:10]2[CH2:9][CH2:8][CH2:7][CH2:6][C:5]=2[CH:4]=[CH:3][CH:2]=1 |f:1.2,3.4|. Procedure: To a solution of 3.70 g of 5,6,7,8-tetrahydro-1-naphthol, 1.188 g of sodium methoxide and 50 mg of potassium iodide in 40 ml of methanol is added 7.11 g of methyl α-bromo-α-[p-(p-chlorophenoxy)phenyl]acetate in 10 ml of benzene. The mixture is refluxed overnight. After cooling to room temperature, the mixture is extracted with 2 × 75 ml of ether. The combined extracts are washed with 50 ml of 5% NaOH, 50 ml of water, 50 ml of saturated brine and dried (MgSO4). Evaporation of the solvent yields a... Starting materials: COC(=O)c1c(Oc2cccc(NC(=O)c3cccc(C(C)(C)C#N)c3)c2)ccc2nc(NC(=O)C3CC3)sc12, CCOC(C)=O, Cl, [Li+], C1CCOC1, [OH-], O. Yields the product CC(C)(C#N)c1cccc(C(=O)Nc2cccc(Oc3ccc4nc(NC(=O)C5CC5)sc4c3C(=O)O)c2)c1. As a reaction SMILES: [C:1](#[N:2])[C:3]([CH3:4])([CH3:5])[c:6]1[cH:7][c:8]([C:12](=[O:13])[NH:14][c:15]2[cH:16][c:17]([O:18][c:19]3[c:20]([C:34](=[O:35])[O:36][CH3:37])[c:21]4[c:22]([n:23][c:24]([NH:26][C:27](=[O:28])[CH:29]5[CH2:30][CH2:31]5)[s:25]4)[cH:32][cH:33]3)[cH:38][cH:39][cH:40]2)[cH:9][cH:10][cH:11]1.[CH3:50][CH2:51][O:52][C:53](=[O:54])[CH3:55].[ClH:44].[Li+:43].[O:45]1[CH2:46][CH2:47][CH2:48][CH2:49]1.[OH-:42].[OH2:41]>>[C:1](#[N:2])[C:3]([CH3:4])([CH3:5])[c:6]1[cH:7][c:8]([C:12](=[O:13])[NH:14][c:15]2[cH:16][c:17]([O:18][c:19]3[c:20]([C:34](=[O:35])[OH:36])[c:21]4[c:22]([n:23][c:24]([NH:26][C:27](=[O:28])[CH:29]5[CH2:30][CH2:31]5)[s:25]4)[cH:32][cH:33]3)[cH:38][cH:39][cH:40]2)[cH:9][cH:10][cH:11]1. Reactants: O=C([O-])[O-], COc1ccc(CN)cc1, Fc1cccc(F)n1, [K+], [K+], CN(C)C=O. Product: COc1ccc(CNc2cccc(F)n2)cc1. Reaction SMILES: [C:19](=[O:20])([O-:21])[O-:22].[CH3:9][O:10][c:11]1[cH:12][cH:13][c:14]([CH2:15][NH2:16])[cH:17][cH:18]1.[F:1][c:2]1[n:3][c:4]([F:8])[cH:5][cH:6][cH:7]1.[K+:23].[K+:24].[O:25]=[CH:26][N:27]([CH3:28])[CH3:29]>>[c:2]1([NH:16][CH2:15][c:14]2[cH:13][cH:12][c:11]([O:10][CH3:9])[cH:18][cH:17]2)[n:3][c:4]([F:8])[cH:5][cH:6][cH:7]1. Isolated yield 6.7%. RXN SMILES: [NH2:1][C:2]1[N:3]=[C:4]([C:28]2[O:29][CH:30]=[CH:31][CH:32]=2)[C:5]2[N:10]=[N:9][N:8]([CH2:11][C:12]3[CH:20]=[C:19]4[C:15]([CH:16]=[CH:17][N:18]4C(OC(C)(C)C)=O)=[CH:14][CH:13]=3)[C:6]=2[N:7]=1.C[O-].[Na+]>CO>[O:29]1[CH:30]=[CH:31][CH:32]=[C:28]1[C:4]1[C:5]2[N:10]=[N:9][N:8]([CH2:11][C:12]3[CH:20]=[C:19]4[C:15]([CH:16]=[CH:17][NH:18]4)=[CH:14][CH:13]=3)[C:6]=2[N:7]=[C:2]([NH2:1])[N:3]=1 |f:1.2|. Procedure: A mixture of tert-butyl 6-(5-amino-7-(2-furyl)-3H-[1,2,3]triazolo[4,5-d]pyrimidine-3-ylmethyl)indole-1-carboxylate (135 mg, 4.08 mmol), and NaOMe (22 mg, 4.08 mmol) in MeOH (10 mL) was refluxed for 1 h, treated with NaOMe (110 mg, 20.4 mmol), refluxed for a further 4 h then stirred at room temperature for 17 h. The mixture was concentrated in vacuo to half volume and the resulting precipitate was filtered and washed with H2O to give the title compound (90 mg, 96%) as a cream solid. Product: O1C(=CC=C1)C=1C2=C(N=C(N1)N)N(N=N2)CC2=CC=C1C=CNC1=C2 (7-(2-Furyl)-3-(6-indolylmethyl)-3H-[1,2,3]triazolo[4,5-d]pyrimidine-5-amine). The reactants are NC=1N=C(C2=C(N1)N(N=N2)CC2=CC=C1C=CN(C1=C2)C(=O)OC(C)(C)C)C=2OC=CC2 (tert-butyl 6-(5-amino-7-(2-furyl)-3H-[1,2,3]triazolo[4,5-d]pyrimidine-3-ylmethyl)indole-1-carboxylate), C[O-].[Na+] (NaOMe), C[O-].[Na+] (NaOMe). The solvent is CO (MeOH). Run at time 17 hour. Reactants: C(=Cc1ccccc1)CN1CCNCC1, Cc1ccccc1, CCOC(=O)COC(=O)Oc1ccccc1. Product: CCOC(=O)COC(=O)N1CCN(CC=Cc2ccccc2)CC1. RXN SMILES: [CH2:1]([CH:2]=[CH:3][c:4]1[cH:5][cH:6][cH:7][cH:8][cH:9]1)[N:10]1[CH2:11][CH2:12][NH:13][CH2:14][CH2:15]1.[CH3:32][c:33]1[cH:34][cH:35][cH:36][cH:37][cH:38]1.[O:16]([c:18]1[cH:19][cH:20][cH:21][cH:22][cH:24]1)[C:23](=[O:17])[O:25][CH2:26][C:27](=[O:28])[O:29][CH2:30][CH3:31]>>[CH2:1]([CH:2]=[CH:3][c:4]1[cH:5][cH:6][cH:7][cH:8][cH:9]1)[N:10]1[CH2:11][CH2:12][N:13]([C:23](=[O:16])[O:25][CH2:26][C:27](=[O:28])[O:29][CH2:30][CH3:31])[CH2:14][CH2:15]1. The reactants are N1CC(C1)C1=CC2=C(C=3N=C(SC3CCO2)C=2N(N=C(N2)C)C(C)C)C=C1 (8-azetidin-3-yl-2-(2-isopropyl-5-methyl-2H-[1,2,4]triazol-3-yl)-4,5-dihydro-6-oxa-3-thia-1-aza-benzo[e]azulene), C([O-])([O-])=O.[Cs+].[Cs+] (Cesium Carbonate), BrCCOC (1-bromo-2-methoxyethane). The solvent is O (water), C(Cl)Cl (methylene chloride), CN(C=O)C (N,N-Dimethylformamide). Reaction conditions: time 8 hour. The product is C(C)(C)N1N=C(N=C1C=1SC=2CCOC3=C(C2N1)C=CC(=C3)C3CN(C3)CCOC)C (2-(2-Isopropyl-5-methyl-2H-[1,2,4]triazol-3-yl)-8-[1-(2-methoxy-ethyl)-azetidin-3-yl]-4,5-dihydro-6-oxa-3-thia-1-aza-benzo[e]azulene). Reaction SMILES: [NH:1]1[CH2:4][CH:3]([C:5]2[CH:27]=[CH:26][C:8]3[C:9]4[N:10]=[C:11]([C:17]5[N:18]([CH:23]([CH3:25])[CH3:24])[N:19]=[C:20]([CH3:22])[N:21]=5)[S:12][C:13]=4[CH2:14][CH2:15][O:16][C:7]=3[CH:6]=2)[CH2:2]1.C(=O)([O-])[O-].[Cs+].[Cs+].Br[CH2:35][CH2:36][O:37][CH3:38]>CN(C)C=O.O.C(Cl)Cl>[CH:23]([N:18]1[C:17]([C:11]2[S:12][C:13]3[CH2:14][CH2:15][O:16][C:7]4[CH:6]=[C:5]([CH:3]5[CH2:4][N:1]([CH2:35][CH2:36][O:37][CH3:38])[CH2:2]5)[CH:27]=[CH:26][C:8]=4[C:9]=3[N:10]=2)=[N:21][C:20]([CH3:22])=[N:19]1)([CH3:25])[CH3:24] |f:1.2.3|. Procedure details: To a solution of 8-azetidin-3-yl-2-(2-isopropyl-5-methyl-2H-[1,2,4]triazol-3-yl)-4,5-dihydro-6-oxa-3-thia-1-aza-benzo[e]azulene, from Example 519, (0.300 g, 0.786 mmol) and Cesium Carbonate (0.384 g, 0.00118 mol) in N,N-Dimethylformamide (7.9 mL) was added 1-bromo-2-methoxyethane, (0.0739 mL, 0.786 mmol) dropwise. The reaction was stirred at room temperature overnight. The mixture was diluted with water and methylene chloride and extracted 3 times with methylene chloride. The crude was purified ...